Dataset: the Open Reaction Database (ORD), a public repository of structured organic reaction records. Task: describe an organic reaction: reactants, conditions, products, and yield Reactants: C[C@@H]1CS(CCCCC=CCC[C@H](C[C@H](NC1=O)[C@H]1OC([C@@H](C1)C)=O)C)(=O)=O ((3S,6S,8R)-3,8-dimethyl-6-((2S,4R)-4-methyl-5-oxo-tetra-hydro-furan-2-yl)-1,1-dioxo-1lambda*6*-thia-5-aza-cyclohexadec-11-en-4-one). Solvent: C(CCC)N (butylamine). Product: C(CCC)NC([C@@H](C[C@H](O)[C@H]1NC([C@@H](CS(CCCCC=CCC[C@H](C1)C)(=O)=O)C)=O)C)=O ((2R,4S)-N-Butyl-4-((3S,6S,8R)-3,8-dimethyl-1,1,4-trioxo-1 lambda*6*-thia-5-aza-cyclohexadec-11-en-6-yl)-4-hydroxy-2-methyl-butyramide). RXN SMILES: [CH3:1][C@H:2]1[C:17](=[O:18])[NH:16][C@H:15]([C@@H:19]2[CH2:23][C@@H:22]([CH3:24])[C:21](=[O:25])[O:20]2)[CH2:14][C@H:13]([CH3:26])[CH2:12][CH2:11][CH:10]=[CH:9][CH2:8][CH2:7][CH2:6][CH2:5][S:4](=[O:28])(=[O:27])[CH2:3]1>C(N)CCC>[CH2:15]([NH:16][C:21](=[O:25])[C@H:22]([CH3:24])[CH2:23][C@@H:19]([C@@H:15]1[CH2:14][C@H:13]([CH3:26])[CH2:12][CH2:11][CH:10]=[CH:9][CH2:8][CH2:7][CH2:6][CH2:5][S:4](=[O:28])(=[O:27])[CH2:3][C@@H:2]([CH3:1])[C:17](=[O:18])[NH:16]1)[OH:20])[CH2:14][CH2:13][CH3:12]. Procedure: A solution of 99 mg (0.21 mmol) (3S,6S,8R)-3,8-dimethyl-6-((2S,4R)-4-methyl-5-oxo-tetra-hydro-furan-2-yl)-1,1-dioxo-1lambda*6*-thia-5-aza-cyclohexadec-11-en-4-one in 1.5 ml butylamine is heated at 65° C. for two hours. The mixture is evaporated and the residue chromatographed on silica gel (EtOAc/hexane 1:1) to yield the title compound as a white solid. Starting materials: O=C1CCC(=O)N1Cl, CC(O)c1cc(C#N)ccn1, c1ccc(P(c2ccccc2)c2ccccc2)cc1. The product is CC(Cl)c1cc(C#N)ccn1. Reaction SMILES: [Cl:12][N:13]1[C:14](=[O:15])[CH2:16][CH2:17][C:18]1=[O:19].[OH:1][CH:2]([CH3:3])[c:4]1[cH:5][c:6]([C:7]#[N:8])[cH:9][cH:10][n:11]1.[c:20]1([P:21]([c:22]2[cH:23][cH:24][cH:25][cH:26][cH:27]2)[c:28]2[cH:29][cH:30][cH:31][cH:32][cH:33]2)[cH:34][cH:35][cH:36][cH:37][cH:38]1>>[CH:2]([CH3:3])([c:4]1[cH:5][c:6]([C:7]#[N:8])[cH:9][cH:10][n:11]1)[Cl:12]. Starting materials: O=C1CCC(=O)N1Br, CC(C)Oc1ccc(-c2nc(-c3cccc4c3CCNC4)no2)cc1C#N, ClCCl, [Na+], [OH-]. The product is CC(C)Oc1ccc(-c2nc(-c3cccc4c3CCN=C4)no2)cc1C#N. RXN SMILES: [Br:28][N:29]1[C:30](=[O:31])[CH2:32][CH2:33][C:34]1=[O:35].[CH3:1][CH:2]([CH3:3])[O:4][c:5]1[c:6]([C:7]#[N:8])[cH:9][c:10](-[c:13]2[n:14][c:15](-[c:18]3[c:19]4[c:24]([cH:25][cH:26][cH:27]3)[CH2:23][NH:22][CH2:21][CH2:20]4)[n:16][o:17]2)[cH:11][cH:12]1.[Cl:38][CH2:39][Cl:40].[Na+:37].[OH-:36]>>[CH3:1][CH:2]([CH3:3])[O:4][c:5]1[c:6]([C:7]#[N:8])[cH:9][c:10](-[c:13]2[n:14][c:15](-[c:18]3[c:19]4[c:24]([cH:25][cH:26][cH:27]3)[CH:23]=[N:22][CH2:21][CH2:20]4)[n:16][o:17]2)[cH:11][cH:12]1. The reactants are C(C)(=O)OCC (ethyl acetate), COC1=C(C(=C(C(=C1)OCOC)OC)O)OCOC (1,4-dimethoxy-2,5-bis(methoxymethyoxy)-3-hydroxybenzene), CN(C=O)C (dimethylformamide), ICCCI (1,3-diiodopropane), [H-].[Na+] (sodium hydride). Run at time 14 hour. The product is COC1=C(C(=C(C(=C1)OC(OC)OC)OC)OCCCI)OC(OC)OC (1,4-dimethoxy-2,5-bis(dimethoxymethoxy)-3-(3-iodopropoxy)benzene). RXN SMILES: [CH3:1][O:2][C:3]1[CH:8]=[C:7]([O:9][CH2:10][O:11][CH3:12])[C:6]([O:13][CH3:14])=[C:5]([OH:15])[C:4]=1[O:16][CH2:17][O:18][CH3:19].[H-].[Na+].[I:22][CH2:23][CH2:24][CH2:25]I.[C:27](OCC)(=[O:29])C.CN(C)[CH:35]=[O:36]>>[CH3:1][O:2][C:3]1[CH:8]=[C:7]([O:9][CH:10]([O:29][CH3:27])[O:11][CH3:12])[C:6]([O:13][CH3:14])=[C:5]([O:15][CH2:25][CH2:24][CH2:23][I:22])[C:4]=1[O:16][CH:17]([O:36][CH3:35])[O:18][CH3:19] |f:1.2|. Procedure: 521 Milligrams of 1,4-dimethoxy-2,5-bis(methoxymethyoxy)-3-hydroxybenzene was dissolved in 8 ml of dimethylformamide, under an ice-cooling condition, 40 mg of sodium hydride (60% dispersion in oil) was added thereto, and 1 milliliter of 1,3-diiodopropane was further added to the reaction mixture and stirred at room temperature for 14 hours. 50 Milliliters of ethyl acetate was added to the reaction mixture and washed with water, a saturated sodium chloride aqueous solution and dried, then purifie... As a reaction SMILES: [CH3:14][C:15](=[O:16])[CH3:17].[I-:2].[Na+:1].[c:3]1([CH2:9][CH2:10][CH2:11][CH2:12][Cl:13])[cH:4][cH:5][cH:6][cH:7][cH:8]1>>[I:2][CH2:12][CH2:11][CH2:10][CH2:9][c:3]1[cH:4][cH:5][cH:6][cH:7][cH:8]1. The product is ICCCCc1ccccc1. The reactants are CC(C)=O, [I-], [Na+], ClCCCCc1ccccc1.